This data is from the Open Reaction Database (ORD), a public repository of structured organic reaction records. The task is: describe an organic reaction: reactants, conditions, products, and yield Reactants: IC=1C2=C(C(=NC1N[C@H]1[C@H](CCCC1)NC(OC(C)(C)C)=O)NC=1C=C(C=CC1)C)C(NC2)=O (tert-butyl (1S,2R)-2-(7-iodo-3-oxo-4-(m-tolylamino)-2,3-dihydro-1H-pyrrolo[3,4-c]pyridin-6-ylamino)cyclohexylcarbamate), CC1(OB(OC1(C)C)C1=NN(C=C1)C(=O)OC(C)(C)C)C (tert-butyl 3-(4,4,5,5-tetramethyl-1,3,2-dioxaborolan-2-yl)-1H-pyrazole-1-carboxylate), C([O-])([O-])=O.[Na+].[Na+] (sodium carbonate). The reagents and catalysts are C1=CC=C(C=C1)P(C2=CC=CC=C2)C3=CC=CC=C3.C1=CC=C(C=C1)P(C2=CC=CC=C2)C3=CC=CC=C3.Cl[Pd]Cl (Bis(triphenylphosphine) palladium(II)chloride). Run in CN(C)C=O (DMF). Conditions: temperature 80 celsius. The product is C(C)(C)(C)OC(=O)N[C@@H]1[C@@H](CCCC1)NC1=C(C2=C(C(=N1)NC=1C=C(C=CC1)C)C(NC2)=O)C=2C=NN(C2)C(=O)OC(C)(C)C (tert-Butyl 4-(6-((1R,2S)-2-(tert-butoxycarbonylamino)cyclohexylamino)-3-oxo-4-(m-tolylamino)-2,3-dihydro-1H-pyrrolo[3,4-c]pyridin-7-yl)-1H-pyrazole-1-carboxylate). RXN SMILES: I[C:2]1[C:3]2[CH2:33][NH:32][C:31](=[O:34])[C:4]=2[C:5]([NH:23][C:24]2[CH:25]=[C:26]([CH3:30])[CH:27]=[CH:28][CH:29]=2)=[N:6][C:7]=1[NH:8][C@@H:9]1[CH2:14][CH2:13][CH2:12][CH2:11][C@@H:10]1[NH:15][C:16](=[O:22])[O:17][C:18]([CH3:21])([CH3:20])[CH3:19].CC1(C)C(C)(C)OB([C:43]2[CH:47]=[CH:46][N:45]([C:48]([O:50][C:51]([CH3:54])([CH3:53])[CH3:52])=[O:49])[N:44]=2)O1.C(=O)([O-])[O-].[Na+].[Na+]>CN(C=O)C.C1C=CC(P(C2C=CC=CC=2)C2C=CC=CC=2)=CC=1.C1C=CC(P(C2C=CC=CC=2)C2C=CC=CC=2)=CC=1.Cl[Pd]Cl>[C:18]([O:17][C:16]([NH:15][C@H:10]1[CH2:11][CH2:12][CH2:13][CH2:14][C@H:9]1[NH:8][C:7]1[N:6]=[C:5]([NH:23][C:24]2[CH:25]=[C:26]([CH3:30])[CH:27]=[CH:28][CH:29]=2)[C:4]2[C:31](=[O:34])[NH:32][CH2:33][C:3]=2[C:2]=1[C:47]1[CH:43]=[N:44][N:45]([C:48]([O:50][C:51]([CH3:54])([CH3:53])[CH3:52])=[O:49])[CH:46]=1)=[O:22])([CH3:21])([CH3:20])[CH3:19] |f:2.3.4,6.7.8|. Procedure details: To an oven dried vial was added tert-butyl (1S,2R)-2-(7-iodo-3-oxo-4-(m-tolylamino)-2,3-dihydro-1H-pyrrolo[3,4-c]pyridin-6-ylamino)cyclohexylcarbamate (40 mg, 0.069 mmol), tert-butyl 3-(4,4,5,5-tetramethyl-1,3,2-dioxaborolan-2-yl)-1H-pyrazole-1-carboxylate (30.6 mg, 0.104 mmol), and sodium carbonate (0.104 mL, 0.208 mmol) in DMF (1 mL). The resulting tan mixture was degassed 15 min. Bis(triphenylphosphine) palladium(II)chloride (4.86 mg, 6.93 μmol) was added and the mixture was degassed an addit... Starting materials: C1(CC1)NC(=O)C=1C=CC(=C(C1)C=1C=C2C=NN=C(C2=CC1)C1=CCN(CC1)C(=O)OC(C)(C)C)C (tert-butyl 4-(6-(5-(cyclopropylcarbamoyl)-2-methylphenyl)phthalazin-1-yl)-5,6-dihydropyridine-1(2H)-carboxylate), Br (HBr). Solvent: CO (methanol), ClCCl (dichloromethane), O (H2O). The product is C1(CC1)NC(C1=CC(=C(C=C1)C)C=1C=C2C=NN=C(C2=CC1)C=1CCNCC1)=O (N-cyclopropyl-4-methyl-3-(1-(1,2,3,6-tetrahydropyridin-4-yl)phthalazin-6-yl)benzamide). RXN SMILES: [CH:1]1([NH:4][C:5]([C:7]2[CH:8]=[CH:9][C:10]([CH3:36])=[C:11]([C:13]3[CH:14]=[C:15]4[C:20](=[CH:21][CH:22]=3)[C:19]([C:23]3[CH2:28][CH2:27][N:26](C(OC(C)(C)C)=O)[CH2:25][CH:24]=3)=[N:18][N:17]=[CH:16]4)[CH:12]=2)=[O:6])[CH2:3][CH2:2]1.Br>CO.O.ClCCl>[CH:1]1([NH:4][C:5](=[O:6])[C:7]2[CH:8]=[CH:9][C:10]([CH3:36])=[C:11]([C:13]3[CH:14]=[C:15]4[C:20](=[CH:21][CH:22]=3)[C:19]([C:23]3[CH2:28][CH2:27][NH:26][CH2:25][CH:24]=3)=[N:18][N:17]=[CH:16]4)[CH:12]=2)[CH2:3][CH2:2]1. Reported procedure: A mixture of tert-butyl 4-(6-(5-(cyclopropylcarbamoyl)-2-methylphenyl)phthalazin-1-yl)-5,6-dihydropyridine-1(2H)-carboxylate (100 mg, 206 μmol) (Method B) in 2 mL methanol was stirred at RT was treated with 1 mL HBr 48% in H2O. The mixture was stirred for 2 h from 0° C. to RT. The mixture was diluted with 20 mL dichloromethane, washed with 1N NaOH to pH11. The mixture was extracted with dichloromethane (3×20 mL). The combined organics were washed with 20 mL brine, dried over anhydrous Na2SO4, co... Reactants: CCO, CC(Cc1c[nH]c2ccc([N+](=O)[O-])cc12)[N+](=O)[O-]. Product: CC(Cc1c[nH]c2ccc(N)cc12)[N+](=O)[O-]. Reaction SMILES: [CH3:19][CH2:20][OH:21].[N+:1]([O-:2])(=[O:3])[c:4]1[cH:5][c:6]2[c:7]([CH2:13][CH:14]([CH3:15])[N+:16](=[O:17])[O-:18])[cH:8][nH:9][c:10]2[cH:11][cH:12]1>>[NH2:1][c:4]1[cH:5][c:6]2[c:7]([CH2:13][CH:14]([CH3:15])[N+:16](=[O:17])[O-:18])[cH:8][nH:9][c:10]2[cH:11][cH:12]1. Reactants: BrC=1SC=C(N1)C(=O)NC=1C=NN(C1[C@@H]1CC[C@H]([C@@H](CO1)F)NC(OC(C)(C)C)=O)C (tert-butyl ((3S,4R,7S)-7-(4-(2-bromothiazole-4-carboxamido)-1-methyl-1H-pyrazol-5-yl)-3-fluorooxepan-4-yl)carbamate), BrC=1SC=C(N1)C(=O)NC=1C=NN(C1[C@@H]1CC[C@H]([C@@H](CO1)F)NC(OC(C)(C)C)=O)C (tert-butyl ((3S,4R,7S)-7-(4-(2-bromothiazole-4-carboxamido)-1-methyl-1H-pyrazol-5-yl)-3-fluorooxepan-4-yl)carbamate), FC=1C(=NC=CC1)B(O)O ((3-fluoropyridin-2-yl)boronic acid). Yields the product N[C@@H]1CC[C@H](OC[C@H]1F)C1=C(C=NN1C)NC(=O)C=1N=C(SC1)C1=NC=CC=C1F (N-(5-((2S,5R,6S)-5-amino-6-fluorooxepan-2-yl)-1-methyl-1H-pyrazol-4-yl)-2-(3-fluoropyridin-2-yl)thiazole-4-carboxamide). Reaction SMILES: Br[C:2]1[S:3][CH:4]=[C:5]([C:7]([NH:9][C:10]2[CH:11]=[N:12][N:13]([CH3:31])[C:14]=2[C@H:15]2[O:21][CH2:20][C@@H:19]([F:22])[C@H:18]([NH:23]C(=O)OC(C)(C)C)[CH2:17][CH2:16]2)=[O:8])[N:6]=1.[F:32][C:33]1[C:34](B(O)O)=[N:35][CH:36]=[CH:37][CH:38]=1>>[NH2:23][C@H:18]1[C@H:19]([F:22])[CH2:20][O:21][C@H:15]([C:14]2[N:13]([CH3:31])[N:12]=[CH:11][C:10]=2[NH:9][C:7]([C:5]2[N:6]=[C:2]([C:34]3[C:33]([F:32])=[CH:38][CH:37]=[CH:36][N:35]=3)[S:3][CH:4]=2)=[O:8])[CH2:16][CH2:17]1. Procedure details: Following the procedure for Example 101 starting from tert-butyl ((3S,4R,7S)-7-(4-(2-bromothiazole-4-carboxamido)-1-methyl-1H-pyrazol-5-yl)-3-fluorooxepan-4-yl)carbamate (Intermediate 99), and replacing 3,6-dihydro-2H-pyran-4-boronic acid pinacol ester with (3-fluoropyridin-2-yl)boronic acid gave 237. LCMS (ES+) m/z 435 (M+1). The reactants are FC1=NC=C(C=C1)C (2-fluoro-5-methylpyridine), [C-]#N.[Na+] (sodium cyanide), O (water). The solvent is CS(=O)C (DMSO). Product: CC=1C=CC(=NC1)C#N (5-Methyl-2-pyridinecarbonitrile). The yield is 30.0%. As a reaction SMILES: F[C:2]1[CH:7]=[CH:6][C:5]([CH3:8])=[CH:4][N:3]=1.[C-:9]#[N:10].[Na+].O>CS(C)=O>[CH3:8][C:5]1[CH:6]=[CH:7][C:2]([C:9]#[N:10])=[N:3][CH:4]=1 |f:1.2|. Procedure details: A solution of 2-fluoro-5-methylpyridine (CAN: 2369-19-9, 10 g, 90 mmol) and sodium cyanide (8.8 g, 180 mmol) in DMSO (15 mL) was heated to 150° C. for 48 h. Then water was added, the resulting mixture was extracted with ethyl acetate (3×50 mL) and the combined extracts were washed with sodium hypochlorite solution and brine, dried over anhydrous sodium sulfate and evaporated. The residue was purified by column chromatography (silica gel, 40 g, 10% ethyl acetate in petroleum ether) to yield the t...